Dataset: the Open Reaction Database (ORD), a public repository of structured organic reaction records. Task: describe an organic reaction: reactants, conditions, products, and yield Conditions: time 1 hour. Yields the product COC1=NC(=NC(=C1)OC)OC1=C(C(=O)OCC2CCCO2)C=CC=C1 (tetrahydrofurfuryl 2-(4,6-dimethoxypyrimidin-2-yl)oxybenzoate). Procedure details: 0.55 Gram of 2-(4,6-dimethoxypyrimidin-2-yl)oxybenzoic acid, 0.21 g of tetrahydrofuryl alcohol and 0.85 g of 2,4,6-triisopropylbenzenesulfonyl chloride were dissolved in 5 ml of tetrahydrofuran. Subsequently, 0.45 g of 1-methylimidazole was added to the mixture. After stirring the resulting solution at room temperature for 1 hour in order to carry out the reaction, the reaction solution was poured into diluted hydrochloric acid, and exracted with ethyl acetate. The organic layer separated from t... Run in C(C)(=O)OCC (ethyl acetate), O1CCCC1 (tetrahydrofuran), C(Cl)(Cl)Cl (chloroform). Reactants: CN1C=NC=C1 (1-methylimidazole), COC1=NC(=NC(=C1)OC)OC1=C(C(=O)O)C=CC=C1 (2-(4,6-dimethoxypyrimidin-2-yl)oxybenzoic acid), O1C(CCC1)O (tetrahydrofuryl alcohol), C(C)(C)C1=C(C(=CC(=C1)C(C)C)C(C)C)S(=O)(=O)Cl (2,4,6-triisopropylbenzenesulfonyl chloride), Cl (hydrochloric acid). Reaction SMILES: [CH3:1][O:2][C:3]1[CH:8]=[C:7]([O:9][CH3:10])[N:6]=[C:5]([O:11][C:12]2[CH:20]=[CH:19][CH:18]=[CH:17][C:13]=2[C:14]([OH:16])=[O:15])[N:4]=1.[O:21]1[CH2:25][CH2:24][CH2:23][CH:22]1O.[CH:27](C1C=C(C(C)C)C=C(C(C)C)C=1S(Cl)(=O)=O)(C)C.CN1C=CN=C1.Cl>O1CCCC1.C(Cl)(Cl)Cl.C(OCC)(=O)C>[CH3:10][O:9][C:7]1[CH:8]=[C:3]([O:2][CH3:1])[N:4]=[C:5]([O:11][C:12]2[CH:20]=[CH:19][CH:18]=[CH:17][C:13]=2[C:14]([O:16][CH2:27][CH:22]2[O:21][CH2:25][CH2:24][CH2:23]2)=[O:15])[N:6]=1. The reactants are C=CCOC(=O)N1CC(SC(C)=O)CC1C(=O)O, C=CCOC(=O)COCc1cccc(N)c1, C=CCOC(=O)COc1cccc(N)c1. The product is C=CCOC(=O)COCc1cccc(NC(=O)C2CC(SC(C)=O)CN2C(=O)OCC=C)c1. RXN SMILES: [C:17]([CH3:18])(=[O:19])[S:20][CH:21]1[CH2:22][CH:23]([C:32](=[O:33])[OH:34])[N:24]([C:26](=[O:27])[O:28][CH2:29][CH:30]=[CH2:31])[CH2:25]1.[NH2:1][c:2]1[cH:3][c:4]([CH2:5][O:6][CH2:7][C:8](=[O:9])[O:10][CH2:11][CH:12]=[CH2:13])[cH:14][cH:15][cH:16]1.[NH2:35][c:36]1[cH:37][c:38]([O:42][CH2:43][C:44]([O:45][CH2:46][CH:47]=[CH2:48])=[O:49])[cH:39][cH:40][cH:41]1>>[NH:1]([c:2]1[cH:3][c:4]([CH2:5][O:6][CH2:7][C:8](=[O:9])[O:10][CH2:11][CH:12]=[CH2:13])[cH:14][cH:15][cH:16]1)[C:32]([CH:23]1[CH2:22][CH:21]([S:20][C:17]([CH3:18])=[O:19])[CH2:25][N:24]1[C:26](=[O:27])[O:28][CH2:29][CH:30]=[CH2:31])=[O:33]. Starting materials: ClC1=CC(=NC(=N1)C(C)C)CCl (6-chloro-4-chloromethyl-2-isopropyl-pyrimidine), [Na] (sodium), C(C)O (ethanol), C(C)O (ethanol). Solvent: C(C)OCC (diethyl ether). Run at temperature 0 celsius, time 3 hour. Yields the product C(C)OC1=CC(=NC(=N1)C(C)C)CCl (6-ethoxy-4-chloromethyl-2-isopropyl-pyrimidine). Reaction SMILES: Cl[C:2]1[N:7]=[C:6]([CH:8]([CH3:10])[CH3:9])[N:5]=[C:4]([CH2:11][Cl:12])[CH:3]=1.[Na].[CH2:14]([OH:16])[CH3:15]>C(OCC)C>[CH2:14]([O:16][C:2]1[N:7]=[C:6]([CH:8]([CH3:10])[CH3:9])[N:5]=[C:4]([CH2:11][Cl:12])[CH:3]=1)[CH3:15] |^1:12|. Reported procedure: A solution of 9.6 g (0.047 mol) of 6-chloro-4-chloromethyl-2-isopropyl-pyrimidine (see Example 61) in 40 ml of absolute ethanol is treated dropwise during 3 hours at 0° C. with a solution of 1.24 g (0.054 mol) of sodium in ethanol and the mixture is stirred at 0° C. for 3 hours and then at room temperature for 16 hours. The mixture is then taken up in diethyl ether and the solution is washed neutral with sodium chloride solution, dried over anhydrous sodium sulphate and freed from solvent under ... Starting materials: C(C1=CC=CC=C1)OC=1C=CC(=C(C1)C=CC(=O)OCC)C (ethyl 3-(5-(benzyloxy)-2-methylphenyl)acrylate). The reagents and catalysts are [Pd] (palladium-activated carbon). The solvent is CO (methanol). Reaction conditions: time 15 hour. The product is OC=1C=CC(=C(C1)CCC(=O)OCC)C (ethyl 3-(5-hydroxy-2-methylphenyl)propanoate). Yield: 71.2%. RXN SMILES: C([O:8][C:9]1[CH:10]=[CH:11][C:12]([CH3:22])=[C:13]([CH:15]=[CH:16][C:17]([O:19][CH2:20][CH3:21])=[O:18])[CH:14]=1)C1C=CC=CC=1>CO.[Pd]>[OH:8][C:9]1[CH:10]=[CH:11][C:12]([CH3:22])=[C:13]([CH2:15][CH2:16][C:17]([O:19][CH2:20][CH3:21])=[O:18])[CH:14]=1. Procedure: To a solution of ethyl 3-(5-(benzyloxy)-2-methylphenyl)acrylate (1.00 g) in methanol (50 mL) was added 10% palladium-activated carbon (150 mg), and the mixture was stirred for 15 hr under a hydrogen atmosphere. The reaction mixture was filtered, and the filtrate was concentrated under reduced pressure. The residue was purified by silica gel column chromatography (ethyl acetate/hexane) to give the title compound (500 mg) as a yellow oil. The reactants are [Al+3], C1CCOC1, [H-], [H-], [H-], [H-], [Li+], O=C1NCCOc2cc(OCc3ccccc3)ccc21. The product is c1ccc(COc2ccc3c(c2)OCCNC3)cc1. As a reaction SMILES: [Al+3:2].[CH2:27]1[O:28][CH2:29][CH2:30][CH2:31]1.[H-:1].[H-:4].[H-:5].[H-:6].[Li+:3].[c:7]1([CH2:13][O:14][c:15]2[cH:16][c:17]3[c:18]([cH:25][cH:26]2)[C:19](=[O:24])[NH:20][CH2:21][CH2:22][O:23]3)[cH:8][cH:9][cH:10][cH:11][cH:12]1>>[c:7]1([CH2:13][O:14][c:15]2[cH:16][c:17]3[c:18]([cH:25][cH:26]2)[CH2:19][NH:20][CH2:21][CH2:22][O:23]3)[cH:8][cH:9][cH:10][cH:11][cH:12]1. The reactants are CC(=O)CC(=O)OC(C)(C)C, Cc1ccccc1, C[SiH](C)OC(c1cccc(N)n1)C(C)(C)C. The product is CC(=O)CC(=O)Nc1cccc(C(O[SiH](C)C)C(C)(C)C)n1. As a reaction SMILES: [C:1]([CH2:2][C:3](=[O:4])[CH3:5])([O:7][C:6]([CH3:8])([CH3:9])[CH3:10])=[O:11].[CH3:28][c:29]1[cH:30][cH:31][cH:32][cH:33][cH:34]1.[NH2:12][c:13]1[n:14][c:15]([CH:19]([O:20][SiH:21]([CH3:22])[CH3:23])[C:24]([CH3:25])([CH3:26])[CH3:27])[cH:16][cH:17][cH:18]1>>[C:1]([CH2:2][C:3](=[O:4])[CH3:5])(=[O:7])[NH:12][c:13]1[n:14][c:15]([CH:19]([O:20][SiH:21]([CH3:22])[CH3:23])[C:24]([CH3:25])([CH3:26])[CH3:27])[cH:16][cH:17][cH:18]1. The reactants are COCN(c1cc(Cl)cnc1C(O)c1cc(-n2cccn2)ccc1Cl)S(=O)(=O)c1ccc(Cl)c(C(F)(F)F)c1, ClCCl. The product is COCN(c1cc(Cl)cnc1C(=O)c1cc(-n2cccn2)ccc1Cl)S(=O)(=O)c1ccc(Cl)c(C(F)(F)F)c1. Reaction SMILES: [Cl:1][c:2]1[c:3]([C:36]([F:37])([F:38])[F:39])[cH:4][c:5]([S:8](=[O:9])(=[O:10])[N:11]([CH2:12][O:13][CH3:14])[c:15]2[c:16]([CH:22]([OH:23])[c:24]3[c:25]([Cl:35])[cH:26][cH:27][c:28](-[n:30]4[n:31][cH:32][cH:33][cH:34]4)[cH:29]3)[n:17][cH:18][c:19]([Cl:21])[cH:20]2)[cH:6][cH:7]1.[Cl:40][CH2:41][Cl:42]>>[Cl:1][c:2]1[c:3]([C:36]([F:37])([F:38])[F:39])[cH:4][c:5]([S:8](=[O:9])(=[O:10])[N:11]([CH2:12][O:13][CH3:14])[c:15]2[c:16]([C:22](=[O:23])[c:24]3[c:25]([Cl:35])[cH:26][cH:27][c:28](-[n:30]4[n:31][cH:32][cH:33][cH:34]4)[cH:29]3)[n:17][cH:18][c:19]([Cl:21])[cH:20]2)[cH:6][cH:7]1.